This data is from the Open Reaction Database (ORD), a public repository of structured organic reaction records. The task is: describe an organic reaction: reactants, conditions, products, and yield Starting materials: C1CCNCC1, ClC(Cl)Cl, Oc1ccc(CCl)c2cccnc12. Yields the product Oc1ccc(CN2CCCCC2)c2cccnc12. Reaction SMILES: [CH2:1]1[CH2:2][CH2:3][NH:4][CH2:5][CH2:6]1.[Cl:20][CH:21]([Cl:22])[Cl:23].[Cl:7][CH2:8][c:9]1[c:10]2[cH:11][cH:12][cH:13][n:14][c:15]2[c:16]([OH:19])[cH:17][cH:18]1>>[CH2:1]1[CH2:2][CH2:3][N:4]([CH2:8][c:9]2[c:10]3[cH:11][cH:12][cH:13][n:14][c:15]3[c:16]([OH:19])[cH:17][cH:18]2)[CH2:5][CH2:6]1. Reactants: C(=O)(OCC1=CC=CC=C1)N1CC2N(C3=C(NC2=O)C=CC=N3)CC1 (8-carbobenzoxy-7,8,9,10-tetrahydro-5H-pyrazino[1,2-a]pyrido[3,2-e]pyrazin-6(6aH)-one). The reagents and catalysts are [Pd] (palladium on carbon). The solvent is C(C)O (ethanol). Yields the product N1=CC=CC=2NC(C3N(C21)CCNC3)=O (7,8,9,10-Tetrahydro-5H-pyrazino-[1,2-a]pyrido[3,2-e]pyrazin-6(6aH)-one). RXN SMILES: C([N:11]1[CH2:25][CH2:24][N:14]2[C:15]3[N:23]=[CH:22][CH:21]=[CH:20][C:16]=3[NH:17][C:18](=[O:19])[CH:13]2[CH2:12]1)(OCC1C=CC=CC=1)=O>[Pd].C(O)C>[N:23]1[C:15]2[N:14]3[CH2:24][CH2:25][NH:11][CH2:12][CH:13]3[C:18](=[O:19])[NH:17][C:16]=2[CH:20]=[CH:21][CH:22]=1. Procedure details: A mixture of 1.5 g. of 8-carbobenzoxy-7,8,9,10-tetrahydro-5H-pyrazino[1,2-a]pyrido[3,2-e]pyrazin-6(6aH)-one, 1 g. of 10% palladium on carbon, and 150 ml. of ethanol is hydrogenated at 45 psi for 2 hours. The catalyst is filtered and the filtrate is concentrated. The residue is dissolved in a small amount of ethanol and ethanolic hydrogen chloride is added. Filtration of the precipitated salt gives 0.72 g. of the title product, m.p. 270° dec. Recrystallization from ethanol-water gives 0.60 g., m.... The reactants are B([O-])([O-])[O-].[Na+].[Na+].[Na+] (sodium borate), P(O)(O)(O)=O (phosphoric acid), O.O.O.O.O.O.O.O.O.O.B([O-])([O-])[O-].B([O-])([O-])[O-].B([O-])([O-])[O-].B([O-])([O-])[O-].[Na+].[Na+].[Na+].[Na+].[Na+].[Na+].[Na+].[Na+].[Na+].[Na+].[Na+].[Na+] (sodium tetraborate decahydrate), O.O.O.O.O.O.O.O.O.O.B([O-])([O-])[O-].B([O-])([O-])[O-].B([O-])([O-])[O-].B([O-])([O-])[O-].[Na+].[Na+].[Na+].[Na+].[Na+].[Na+].[Na+].[Na+].[Na+].[Na+].[Na+].[Na+] (sodium tetraborate decahydrate), O.O.O.O.O.O.O.O.O.O.B([O-])([O-])[O-].B([O-])([O-])[O-].B([O-])([O-])[O-].B([O-])([O-])[O-].[Na+].[Na+].[Na+].[Na+].[Na+].[Na+].[Na+].[Na+].[Na+].[Na+].[Na+].[Na+] (sodium tetraborate decahydrate), B([O-])([O-])[O-].B([O-])([O-])[O-].B([O-])([O-])[O-].B([O-])([O-])[O-].[Na+].[Na+].[Na+].[Na+].[Na+].[Na+].[Na+].[Na+].[Na+].[Na+].[Na+].[Na+] (sodium tetraborate). Solvent: O (water). Product: B([O-])([O-])[O-].B([O-])([O-])[O-].B([O-])([O-])[O-].B([O-])([O-])[O-].B([O-])([O-])[O-].[Na+].[Na+].[Na+].[Na+].[Na+].[Na+].[Na+].[Na+].[Na+].[Na+].[Na+].[Na+].[Na+].[Na+].[Na+] (sodium pentaborate). RXN SMILES: P(=O)(O)(O)O.O.O.O.O.O.O.O.O.O.O.[B:16]([O-:19])([O-:18])[O-:17].B([O-])([O-])[O-].B([O-])([O-])[O-].B([O-])([O-])[O-].[Na+:32].[Na+].[Na+].[Na+].[Na+].[Na+].[Na+].[Na+].[Na+].[Na+].[Na+].[Na+].B([O-])([O-])[O-].[Na+].[Na+].[Na+].B([O-])([O-])[O-].B([O-])([O-])[O-].B([O-])([O-])[O-].B([O-])([O-])[O-].[Na+].[Na+].[Na+].[Na+].[Na+].[Na+].[Na+].[Na+].[Na+].[Na+].[Na+].[Na+]>O>[B:16]([O-:19])([O-:18])[O-:17].[B:16]([O-:19])([O-:18])[O-:17].[B:16]([O-:19])([O-:18])[O-:17].[B:16]([O-:19])([O-:18])[O-:17].[B:16]([O-:19])([O-:18])[O-:17].[Na+:32].[Na+:32].[Na+:32].[Na+:32].[Na+:32].[Na+:32].[Na+:32].[Na+:32].[Na+:32].[Na+:32].[Na+:32].[Na+:32].[Na+:32].[Na+:32].[Na+:32] |f:1.2.3.4.5.6.7.8.9.10.11.12.13.14.15.16.17.18.19.20.21.22.23.24.25.26,27.28.29.30,31.32.33.34.35.36.37.38.39.40.41.42.43.44.45.46,48.49.50.51.52.53.54.55.56.57.58.59.60.61.62.63.64.65.66.67|. Procedure: Following the procedure of Example 3, 24 gms. of phosphoric acid, 53 mls. of water and 123 gms. of borax were combined to form a dispersion. The molar ratio of borax to acid in this dispersion was 5:3.8. The dispersion then was heated at a temperature between 80° C. and 90° C. and for a period sufficient to effect complete dissolution of borax. The resulting hot, clear solution contained 32 weight percent of sodium borate calculated on the basis of sodium tetraborate equivalent. Upon cooling to ...